The task is: describe an organic reaction: reactants, conditions, products, and yield. This data is from the Open Reaction Database (ORD), a public repository of structured organic reaction records. Reaction conditions: temperature 0 celsius. Run in C(C)(=O)O (acetic acid), O (water). Reaction SMILES: [CH3:1][C:2]1([CH3:11])[CH:7]2[CH2:8][CH:3]1[CH2:4][CH2:5][C:6]12[O:10][CH2:9]1.CC([C@@H]1CC=[C:18]([CH2:21][OH:22])CC1)=C.C([O-])(=O)C.CC(CC(O)=O)=O>C(O)(=O)C.O>[CH3:11][C:2]([CH:3]1[CH2:4][CH:5]=[C:6]([CH2:9][O:10][C:21]([CH3:18])=[O:22])[CH2:7][CH2:8]1)=[CH2:1]. Reported procedure: A five-Liter reactor, equipped with an efficient water-cooled condenser, a thermometer and a mechanical stirrer, was charged with 1000 grams of beta pinene oxide. The reaction vessel was cooled to 0° C. using an ice bath. Glacial acetic acid (540 ml) was then added in a single portion. Within minutes the internal temperature of the reaction mixture increased to roughly 150° C. TLC analysis indicated that all the epoxide was converted into either perillyl alcohol directly in an estimated yield of... Yields the product CC(=C)C1CCC(=CC1)COC(=O)C (perillyl acetate), ( G ). Reactants: C(C)(=O)[O-] (acetate), CC(=C)[C@H]1CCC(=CC1)CO (perillyl alcohol), material, CC1(C2CCC3(C1C2)CO3)C (beta pinene oxide), epoxide, CC(=O)CC(=O)O (diacetate). The reactants are C(C)(C)(C)OC(=O)N1CCC(CC1)C(=O)O (1-(tert-butoxycarbonyl)piperidine-4-carboxylic acid), 1,1-carbonyldiimidazole, Cl.CNOC (N,O-Dimethyl-hydroxylamine hydrochloride). Run in C(Cl)Cl (DCM), C(Cl)Cl (DCM). Reaction conditions: temperature 27.5 celsius, time 1 hour. Yields the product CON(C(=O)C1CCN(CC1)C(=O)OC(C)(C)C)C (tert-butyl 4-(methoxy(methyl)carbamoyl)piperidine-1-carboxylate). Reaction SMILES: [C:1]([O:5][C:6]([N:8]1[CH2:13][CH2:12][CH:11]([C:14]([OH:16])=O)[CH2:10][CH2:9]1)=[O:7])([CH3:4])([CH3:3])[CH3:2].Cl.[CH3:18][NH:19][O:20][CH3:21]>C(Cl)Cl>[CH3:21][O:20][N:19]([CH3:18])[C:14]([CH:11]1[CH2:10][CH2:9][N:8]([C:6]([O:5][C:1]([CH3:2])([CH3:3])[CH3:4])=[O:7])[CH2:13][CH2:12]1)=[O:16] |f:1.2|. Procedure details: To a solution of 1-(tert-butoxycarbonyl)piperidine-4-carboxylic acid (50 g, 218 mmol) in DCM (500 mL), 1,1-carbonyldiimidazole (46 g, 284 mmol) was added and the reaction mixture was stirred for 1 h at 25-30° C. N,O-Dimethyl-hydroxylamine hydrochloride (30 g, 306 mmol) was then added and the resulting mixture was stirred for 15 h at 25-30° C. After completion of the reaction, the reaction mixture was diluted with DCM and washed with water, saturated NaHCO3 solution, and 10% NaOH solution. The or... The reactants are [H][H] (hydrogen), [H][H] (hydrogen), C(C)OC(\C(=C\[C@H]1[C@H]2[C@H](CCC2=C(CC1)C)O)\C)=O ((E)-3-((3S,3aR,4S)-3-Hydroxy-7-methyl-2,3,3a,4,5,6-hexahydro-1H-inden-4-yl)-2-methyl-acrylic acid ethyl ester). The reagents and catalysts are Crabtree catalyst. Solvent: C(Cl)Cl (DCM). Reaction conditions: temperature 0 celsius. The product is C(C)OC(\C(=C\[C@H]1[C@H]2[C@H](CC[C@@H]2[C@@H](CC1)C)O)\C)=O ((E)-3-((3S,3aS,4S,7R,7aR)-3-Hydroxy-7-methyl-octahydro-inden-4-yl)-2-methyl-acrylic acid ethyl ester). The yield is 72.1%. Reaction SMILES: [CH2:1]([O:3][C:4](=[O:19])/[C:5](/[CH3:18])=[CH:6]/[C@@H:7]1[CH2:15][CH2:14][C:13]([CH3:16])=[C:12]2[C@@H:8]1[C@@H:9]([OH:17])[CH2:10][CH2:11]2)[CH3:2].[H][H]>C(Cl)Cl>[CH2:1]([O:3][C:4](=[O:19])/[C:5](/[CH3:18])=[CH:6]/[C@@H:7]1[CH2:15][CH2:14][C@@H:13]([CH3:16])[C@@H:12]2[C@@H:8]1[C@@H:9]([OH:17])[CH2:10][CH2:11]2)[CH3:2]. Reported procedure: A solution of compound (10a) (223.8 mg, 0.8466 mmol) and degassed DCM (34) was cooled to 0° C. The flask was flushed with hydrogen over a period of 2 minutes before hydrogen was bubbled through the solution itself for one additional minute. After adding Crabtree catalyst (68.0 mg, 0.0845 mmol) the flask was once again flashed with hydrogen for 3 minutes before hydrogen was bubbled through the solution for 2 minutes until it became colorless. The icebath was removed and the mixture stirred for 2¼... The reactants are N1C=NC=C1 (imidazole), [H-].[Na+] (NaH), [H][H] (hydrogen), IC=1SC=CC1 (2-iodothiophene). Run in O (water), CN(C)C=O (DMF), CN(C)C=O (DMF). Conditions: temperature 150 celsius. Product: S1C(=CC=C1)N1C=NC=C1 (1-(2-thienyl)imidazole). As a reaction SMILES: [NH:1]1[CH:5]=[CH:4][N:3]=[CH:2]1.[H-].[Na+].[H][H].I[C:11]1[S:12][CH:13]=[CH:14][CH:15]=1>CN(C=O)C.O>[S:12]1[CH:13]=[CH:14][CH:15]=[C:11]1[N:1]1[CH:5]=[CH:4][N:3]=[CH:2]1 |f:1.2|. Reported procedure: Under nitrogen, solid imidazole (34 g, 0.5 mol) is added cautiously to a slurry of 20.9 g (0.55 mol) 50% NaH dispersion in 500 ml dry DMF. After hydrogen evolution ceases, 115 g (0.55 mol) 2-iodothiophene in 100 ml DMF is added. The reaction is heated at 150° C. for 18 hours. After cooling, the reaction is diluted with 2 liters of water and the product extracted into EtOAc (2×400 ml). After drying, (Na2SO4) the solvent is removed to give crude 1-(2-thienyl)imidazole. The product is purified by v... The reactants are Br (Hydrobromic acid), COC1=C(CNC2=NN=C(C3=CC=CC=C23)C2=CC=CC=C2)C=CC(=C1)OC (N-(2,4-dimethoxybenzyl)-4-phenylphthalazin-1-amine), O (water). Run in C(C)(=O)O (acetic acid). Reaction conditions: temperature 90 celsius, time 3 hour. The product is C1(=CC=CC=C1)C1=NN=C(C2=CC=CC=C12)N (4-phenylphthalazin-1-amine). Reaction SMILES: COC1C=C(OC)C=CC=1C[NH:6][C:7]1[C:16]2[C:11](=[CH:12][CH:13]=[CH:14][CH:15]=2)[C:10]([C:17]2[CH:22]=[CH:21][CH:20]=[CH:19][CH:18]=2)=[N:9][N:8]=1.Br.O>C(O)(=O)C>[C:17]1([C:10]2[C:11]3[C:16](=[CH:15][CH:14]=[CH:13][CH:12]=3)[C:7]([NH2:6])=[N:8][N:9]=2)[CH:18]=[CH:19][CH:20]=[CH:21][CH:22]=1. Procedure details: In a 150 mL sealed tube, dissolved N-(2,4-dimethoxybenzyl)-4-phenylphthalazin-1-amine (3.00 g, 8.1 mmol) in acetic acid (40 mL). Hydrobromic acid (48% aqueous)(2.6 mL, 24 mmol) was added and the tube was stirred at 90° C. for 3 h. The solution was cooled to RT, and slowly poured into water, which caused a pink solid to crash out. The solid was filtered and rinsed with water. The product containing filtrate was slowly poured into saturated sodium carbonate. The aqueous phase was extracted with DC... As a reaction SMILES: [C:1]([NH:4][CH2:5][CH2:6][C:7]1[N:16]=[C:15]([C:17]([OH:19])=O)[C:14]2[C:9](=[CH:10][CH:11]=[CH:12][CH:13]=2)[N:8]=1)(=[O:3])[CH3:2].Cl.[CH3:21][O:22][C:23]1[C:32]([O:33][CH3:34])=[CH:31][CH:30]=[C:29]2[C:24]=1[CH2:25][CH2:26][NH:27][CH2:28]2>>[C:1]([NH:4][CH2:5][CH2:6][C:7]1[N:16]=[C:15]([C:17]([N:27]2[CH2:26][CH2:25][C:24]3[C:29](=[CH:30][CH:31]=[C:32]([O:33][CH3:34])[C:23]=3[O:22][CH3:21])[CH2:28]2)=[O:19])[C:14]2[C:9](=[CH:10][CH:11]=[CH:12][CH:13]=2)[N:8]=1)(=[O:3])[CH3:2] |f:1.2|. Reactants: C(C)(=O)NCCC1=NC2=CC=CC=C2C(=N1)C(=O)O (2-(2-(acetamido)ethyl)quinazoline-4-carboxylic acid), Cl.COC1=C2CCNCC2=CC=C1OC (5,6-dimethoxy-1,2,3,4-tetrahydroisoquinoline hydrochloride). Reported procedure: Reaction of 2-(2-(acetamido)ethyl)quinazoline-4-carboxylic acid with 5,6-dimethoxy-1,2,3,4-tetrahydroisoquinoline hydrochloride gave compound 76 (17% yield) as a white solid. 1H NMR (300 MHz, DMSO-d6) δ 1.74-1.75 (m, 3H), 2.69 and 2.95 (2t, 2H), 3.14-3.19 (m, 2H), 3.45 and 3.99 (2t, 2H), 3.57-3.61 (m, 2H), 3.74-3.80 (3s, 6H), 4.36 and 4.89 (2s, 2H), 6.64 and 6.99 (2d, 1H), 6.82 and 7.05 (2d, 1H), 7.67-7.75 (m, 1H), 7.85-7.94 (m, 2H), 8.02-8.06 (m, 2H); MS (ESI) m/z 435 ([M+H]+). Isolated yield 17.0%. Yields the product C(C)(=O)NCCC1=NC2=CC=CC=C2C(=N1)C(=O)N1CC2=CC=C(C(=C2CC1)OC)OC (2-[[2-(2-(acetamido)ethyl)quinazolin-4-yl]carbonyl]-5,6-dimethoxy-1,2,3,4-tetrahydroisoquinoline).